From a dataset of the Open Reaction Database (ORD), a public repository of structured organic reaction records. describe an organic reaction: reactants, conditions, products, and yield Reactants: N1(CCCCC1)CCCOC1=CC=2C=C3N(C2C=C1)CCNC3=O (8-(3-Piperidin-1-yl-propoxy)-3,4-dihydro-2H-pyrazino[1,2-a]indol-1-one), C[C@@H]1CC[C@H](N1)C ((2R,5R)-(−)-trans-2,5-dimethylpyrrolidine). The product is C[C@@H]1N([C@H](CC1)C)CCCOC1=CC=2C=C3N(C2C=C1)CCNC3=O (8-[3-((2S,5S)-2,5-Dimethyl-pyrrolidin-1-yl)-propoxy]-3,4-dihydro-2H-pyrazino[1,2-a]indol-1-one). Yield: 7.0%. As a reaction SMILES: [N:1]1([CH2:7][CH2:8][CH2:9][O:10][C:11]2[CH:19]=[CH:18][C:17]3[N:16]4[CH2:20][CH2:21][NH:22][C:23](=[O:24])[C:15]4=[CH:14][C:13]=3[CH:12]=2)[CH2:6][CH2:5][CH2:4][CH2:3][CH2:2]1.[CH3:25][C@H]1N[C@H](C)CC1>>[CH3:6][C@H:5]1[CH2:4][CH2:3][C@H:2]([CH3:25])[N:1]1[CH2:7][CH2:8][CH2:9][O:10][C:11]1[CH:19]=[CH:18][C:17]2[N:16]3[CH2:20][CH2:21][NH:22][C:23](=[O:24])[C:15]3=[CH:14][C:13]=2[CH:12]=1. Procedure details: The title compound was synthesized in analogy to example 2, from 8-(3-chloro-propoxy)-3,4-dihydro-2H-pyrazino[1,2-a]indol-1-one (example 2, intermediate) and (2R,5R)-(−)-trans-2,5-dimethylpyrrolidine (commercially available), to give the desired product as a white solid (7%). The reactants are COCCCN (3-methoxypropylamine), C1(CC1)NC1=NC(=NC(=C1)C(F)(F)F)F (4-cyclopropylamino-2-fluoro-6-trifluoromethylpyrimidine), ice water, ClCCl (dichloromethane). The solvent is O1CCCC1 (tetrahydrofuran). Conditions: time 6 hour. The product is C1(CC1)NC1=NC(=NC(=C1)C(F)(F)F)NCCCOC (4-Cyclopropylamino-2-(3-methoxypropylamino)-6-trifluoromethylpyrimidine). Yield: 977.9%. As a reaction SMILES: [CH3:1][O:2][CH2:3][CH2:4][CH2:5][NH2:6].[CH:7]1([NH:10][C:11]2[CH:16]=[C:15]([C:17]([F:20])([F:19])[F:18])[N:14]=[C:13](F)[N:12]=2)[CH2:9][CH2:8]1.ClCCl>O1CCCC1>[CH:7]1([NH:10][C:11]2[CH:16]=[C:15]([C:17]([F:19])([F:20])[F:18])[N:14]=[C:13]([NH:6][CH2:5][CH2:4][CH2:3][O:2][CH3:1])[N:12]=2)[CH2:8][CH2:9]1. Procedure details: 6.1 g (0.068 mol) of 3-methoxypropylamine are added dropwise at room temperature to 7 g (0.0031 mol) of 4-cyclopropylamino-2-fluoro-6-trifluoromethylpyrimidine dissolved in 100 ml of tetrahydrofuran, and the mixture is stirred for 6 hours at room temperature. After addition of 2 l of ice-water, extraction with dichloromethane, drying of the organic phase and concentrating, 8.8 g (95.4% of theory) of the desired pyrimidine are obtained. Starting materials: O (Water), FC=1C(=C(C=CC1)C(C(C(=O)OC)C1CCN(CC1)C(=O)OC(C)(C)C)O)NC(C(C)(C)C)=O (tert-Butyl 4-(1-(3-fluoro-2-pivalamidophenyl)-1-hydroxy-3-methoxy-3-oxopropan-2-yl)piperidine-1-carboxylate), Cl (hydrochloric acid). Solvent: CO (methanol). Conditions: time 2.5 hour. Product: Cl.FC=1C=CC=C2C=C(C(NC12)=O)C1CCNCC1 (8-Fluoro-3-(piperidin-4-yl)quinolin-2(1H)-one hydrochloride). The yield is 83.0%. RXN SMILES: [F:1][C:2]1[C:3]([NH:28][C:29](=[O:34])C(C)(C)C)=[C:4]([CH:8](O)[CH:9]([CH:14]2[CH2:19][CH2:18][N:17](C(OC(C)(C)C)=O)[CH2:16][CH2:15]2)C(OC)=O)[CH:5]=[CH:6][CH:7]=1.O.[ClH:36]>CO>[ClH:36].[F:1][C:2]1[CH:7]=[CH:6][CH:5]=[C:4]2[C:3]=1[NH:28][C:29](=[O:34])[C:9]([CH:14]1[CH2:15][CH2:16][NH:17][CH2:18][CH2:19]1)=[CH:8]2 |f:4.5|. Reported procedure: tert-Butyl 4-(1-(3-fluoro-2-pivalamidophenyl)-1-hydroxy-3-methoxy-3-oxopropan-2-yl)piperidine-1-carboxylate (7.86 g, 16.4 mmol) was dissolved in methanol (20 mL). Water (45 mL) was added to the mixture followed by concentrated hydrochloric acid (15 mL, 183 mmol). The reaction was heated to reflux and held for 2.5 h. The reaction mixture was concentrated in vacuo, redissolved in ethanol (50 mL), and concentrated in vacuo. The residue was crystallized from ethanol. The resulting solids were filter...